From a dataset of the Open Reaction Database (ORD), a public repository of structured organic reaction records. describe an organic reaction: reactants, conditions, products, and yield Starting materials: FC=1C=C(C#N)C=C(C1)F (3,5-Difluorobenzonitrile), OC=1C=NC=NC1 (5-hydroxypyrimidine), C(=O)([O-])[O-].[K+].[K+] (K2CO3). The solvent is CN(C)C=O (DMF). Yields the product FC=1C=C(C#N)C=C(C1)OC=1C=NC=NC1 (3-fluoro-5-(pyrimidin-5-yloxy)benzonitrile). Isolated yield 48.5%. RXN SMILES: F[C:2]1[CH:3]=[C:4]([CH:7]=[C:8]([F:10])[CH:9]=1)[C:5]#[N:6].[OH:11][C:12]1[CH:13]=[N:14][CH:15]=[N:16][CH:17]=1.C([O-])([O-])=O.[K+].[K+]>CN(C=O)C>[F:10][C:8]1[CH:7]=[C:4]([CH:3]=[C:2]([O:11][C:12]2[CH:13]=[N:14][CH:15]=[N:16][CH:17]=2)[CH:9]=1)[C:5]#[N:6] |f:2.3.4|. Reported procedure: 3,5-Difluorobenzonitrile (1.0 g, 7.2 mmol, 1.0 eq), 5-hydroxypyrimidine (691 mg, 7.19 mmol, 1.00 eq), K2CO3 (1.2 g, 8.7 mmol, 1.2 eq) and DMF (17 mL) were added to a microwave vial and microwaved at 150° C. for 15 minutes. The reaction was filtered and concentrated on silica gel (5 g). The silica gel was loaded on top a fresh bed of silica gel and washed with 50% ethyl acetate/hexane. The solvents were removed in vacuo and the crude mixture was purified by flash chromatography on silica gel affo... Reactants: amine, IV, N[C@@H](CCO)C1=CC=CC=C1 ((3S)-3-amino-3-phenyl-1-propanol), CN1CCOCC1 (N-methyl morpholine), C(C(C)C)OC(=O)Cl (isobutyl-chloroformate), C(C)(C)(C)OC(=O)N1C(SCC1)C(=O)O (3-(tert-butoxycarbonyl)-1,3-thiazolidine-2-carboxylic acid). Solvent: C1CCOC1 (THF), C1CCOC1 (THF), C1CCOC1 (THF). Conditions: temperature -25 celsius. Yields the product OCC[C@@H](C1=CC=CC=C1)NC(=O)C1SCCN1C(=O)OC(C)(C)C (tert-butyl 2-({[(1S)-3-hydroxy-1-phenyl-propyl]amino}carbonyl)-1,3-thiazolidine-3-carboxylate), foam. Isolated yield 95.0%. RXN SMILES: [C:1]([O:5][C:6]([N:8]1[CH2:12][CH2:11][S:10][CH:9]1[C:13]([OH:15])=O)=[O:7])([CH3:4])([CH3:3])[CH3:2].CN1CCOCC1.C(OC(Cl)=O)C(C)C.[NH2:31][C@H:32]([C:36]1[CH:41]=[CH:40][CH:39]=[CH:38][CH:37]=1)[CH2:33][CH2:34][OH:35]>C1COCC1>[OH:35][CH2:34][CH2:33][C@H:32]([NH:31][C:13]([CH:9]1[N:8]([C:6]([O:5][C:1]([CH3:2])([CH3:3])[CH3:4])=[O:7])[CH2:12][CH2:11][S:10]1)=[O:15])[C:36]1[CH:41]=[CH:40][CH:39]=[CH:38][CH:37]=1. Reported procedure: Commercial 3-(tert-butoxycarbonyl)-1,3-thiazolidine-2-carboxylic acid (III) (1 g, 4.29 mmol) was dissolved in dry THF (50 ml). A mechanical stirrer was placed in the flask and the solution stirred vigorously. The solution was cooled down to −25° C. and N-methyl morpholine (1.084 g, 10.72 mmol) was added in dry THF (5 ml). A solution of isobutyl-chloroformate (0.615 g, 4.5 mmol) in dry THF (10 ml) was then added dropwise over a period of 10 minutes with continued vigorous stirring, the reaction's... Starting materials: O1C(=CC=C1)C(=O)NC1=C(C(=CC=C1)[N+](=O)[O-])C (N-(2-furoyl)-2-methyl-3-nitroaniline), [OH-].[K+] (potassium hydroxide), BrCC(C)C (1-bromo-2-methylpropane). Run in CS(=O)C (DMSO). Product: O1C(=CC=C1)C(=O)N(C1=C(C(=CC=C1)[N+](=O)[O-])C)CC(C)C (N-(2-furoyl)-N-isobutyl-2-methyl-3-nitroaniline). Reaction SMILES: [O:1]1[CH:5]=[CH:4][CH:3]=[C:2]1[C:6]([NH:8][C:9]1[CH:14]=[CH:13][CH:12]=[C:11]([N+:15]([O-:17])=[O:16])[C:10]=1[CH3:18])=[O:7].[OH-].[K+].Br[CH2:22][CH:23]([CH3:25])[CH3:24]>CS(C)=O>[O:1]1[CH:5]=[CH:4][CH:3]=[C:2]1[C:6]([N:8]([CH2:22][CH:23]([CH3:25])[CH3:24])[C:9]1[CH:14]=[CH:13][CH:12]=[C:11]([N+:15]([O-:17])=[O:16])[C:10]=1[CH3:18])=[O:7] |f:1.2|. Procedure: The N-(2-furoyl)-2-methyl-3-nitroaniline (1 mmol) in DMSO was treated with potassium hydroxide (2.0 mmol) and 1-bromo-2-methylpropane (1.1 mmol) at 25° C. for 12 hr. Extraction and chromatography afforded N-(2-furoyl)-N-isobutyl-2-methyl-3-nitroaniline as a yellow syrup. TLC: Rf=0.40, 30% EtOAc-hexane. Starting materials: IC=1C=C(C=CC1)N1N=C(N=N1)CO ([2-(3-iodo-phenyl)-2H-tetrazol-5-yl]-methanol), [H-].[Na+] (sodium hydride), CS(=O)(=O)C=1N(C(=NN1)C1=CC=NC=C1)C (4-(5-methanesulfonyl-4-methyl-4H-[1,2,4]triazol-3-yl)-pyridine). Product: IC=1C=C(C=CC1)N1N=C(N=N1)COC=1N(C(=NN1)C1=CC=NC=C1)C (4-{5-[2-(3-Iodo-phenyl)-2H-tetrazol-5-ylmethoxy]-4-methyl-4H-[1,2,4]triazol-3-yl}-pyridine). Reaction SMILES: [I:1][C:2]1[CH:3]=[C:4]([N:8]2[N:12]=[N:11][C:10]([CH2:13][OH:14])=[N:9]2)[CH:5]=[CH:6][CH:7]=1.[H-].[Na+].CS([C:21]1[N:22]([CH3:32])[C:23]([C:26]2[CH:31]=[CH:30][N:29]=[CH:28][CH:27]=2)=[N:24][N:25]=1)(=O)=O>>[I:1][C:2]1[CH:3]=[C:4]([N:8]2[N:12]=[N:11][C:10]([CH2:13][O:14][C:21]3[N:22]([CH3:32])[C:23]([C:26]4[CH:31]=[CH:30][N:29]=[CH:28][CH:27]=4)=[N:24][N:25]=3)=[N:9]2)[CH:5]=[CH:6][CH:7]=1 |f:1.2|. Reported procedure: The title compound is prepared from [2-(3-iodo-phenyl)-2H-tetrazol-5-yl]-methanol (1 mmol), sodium hydride (1.5 mmol) and 4-(5-methanesulfonyl-4-methyl-4H-[1,2,4]triazol-3-yl)-pyridine (1.25 mmol). Reactants: Cl (hydrochloric acid), [Cl-] (chloride), NC1=CC=CC=C1 (aniline), C1(=CC=CC=C1)S\C=C/1\C(OCCC1)=O ((E)-3-(phenylthiomethylene)tetrahydro-2H-pyran-2-one). The solvent is C(Cl)Cl (methylene chloride), C(Cl)Cl (methylene chloride). Run at time 5 minute. The product is OCCC\C(\C(=O)NC1=CC=CC=C1)=C/SC1=CC=CC=C1 ((E)-5-hydroxy-N-phenyl-2-(phenylthiomethylene)pentanamide). Yield: 90.1%. RXN SMILES: [Cl-].[NH2:2][C:3]1[CH:8]=[CH:7][CH:6]=[CH:5][CH:4]=1.[C:9]1([S:15]/[CH:16]=[C:17]2/[C:18](=[O:23])[O:19][CH2:20][CH2:21][CH2:22]/2)[CH:14]=[CH:13][CH:12]=[CH:11][CH:10]=1.Cl>C(Cl)Cl>[OH:19][CH2:20][CH2:21][CH2:22]/[C:17](=[CH:16]\[S:15][C:9]1[CH:14]=[CH:13][CH:12]=[CH:11][CH:10]=1)/[C:18]([NH:2][C:3]1[CH:8]=[CH:7][CH:6]=[CH:5][CH:4]=1)=[O:23]. Reported procedure: 6.4 ml of diethylalumiun chloride (1 mol/1 of hexane solution) was added to 10 ml of methylene chloride solution including 0.6 g of aniline at room temperature. After stirring for 5 minutes, methylene chloride solution including 1.28 g of (E)-3-(phenylthiomethylene)tetrahydro-2H-pyran-2-one was dropped into the resulting solution. After stirring at room temperature for 2 hours, the solution was added with 10% hydrochloric acid, then stirred at room temperature for 30 minutes. The solution was ex... The reactants are S(=O)(=O)(OC)OC (Dimethyl sulfate), CN1C(C(C(=C1N)C1=CC(=CC=C1)C(F)(F)F)=O)C1=CC=CC=C1 (1-methyl-2-phenyl-3-oxo-4-(3-trifluoromethylphenyl)-5-amino-4-pyrroline), C(C1=CC=CC=C1)[N+](CC)(CC)CC (benzyltriethylammonium), [OH-].[Na+] (sodium hydroxide). Reagents/catalysts: [Cl-].C(C1=CC=CC=C1)[N+](CC)(CC)CC (benzyltriethylammonium chloride). The solvent is C(Cl)Cl (methylene chloride), C(Cl)Cl (methylene chloride), O (water). Run at time 18 hour. The product is CN1C(C(C(=C1NC)C1=CC(=CC=C1)C(F)(F)F)=O)C1=CC=CC=C1 (1-methyl-2-phenyl-3-oxo-4-(-3-trifluoromethylphenyl)-5-methylamino-4-pyrroline). RXN SMILES: [CH3:1][N:2]1[C:6]([NH2:7])=[C:5]([C:8]2[CH:13]=[CH:12][CH:11]=[C:10]([C:14]([F:17])([F:16])[F:15])[CH:9]=2)[C:4](=[O:18])[CH:3]1[C:19]1[CH:24]=[CH:23][CH:22]=[CH:21][CH:20]=1.[OH-].[Na+].S(OC)(O[CH3:31])(=O)=O.C([N+](CC)(CC)CC)C1C=CC=CC=1>O.[Cl-].C([N+](CC)(CC)CC)C1C=CC=CC=1.C(Cl)Cl>[CH3:1][N:2]1[C:6]([NH:7][CH3:31])=[C:5]([C:8]2[CH:13]=[CH:12][CH:11]=[C:10]([C:14]([F:16])([F:17])[F:15])[CH:9]=2)[C:4](=[O:18])[CH:3]1[C:19]1[CH:24]=[CH:23][CH:22]=[CH:21][CH:20]=1 |f:1.2,6.7|. Reported procedure: In this example, 4.1 g of 1-methyl-2-phenyl-3-oxo-4-(3-trifluoromethylphenyl)-5-amino-4-pyrroline, was added to 100 ml of methylene chloride containing 1.0 g of sodium hydroxide, dissolved in 4.0 ml of water, and 0.28 g of benzyltriethylammonium chloride at room temperature. Dimethyl sulfate (1.17 ml) dissolved in 20 ml of methylene chloride was admixed dropwise to the aforementioned mixture at room temperature. After the addition was complete, another 0.28 g of benzyltriethylammonium was added ...